From a dataset of the Open Reaction Database (ORD), a public repository of structured organic reaction records. describe an organic reaction: reactants, conditions, products, and yield The reactants are Cl.N1=CC=CC2=CC=CC(=C12)S (quinoline-8-thiolhydrochloride), CO (methanol), ClC1=NC=CC=N1 (2-chloropyrimidine). Run in C(C)N(CC)CC (triethylamine). Run at time 8 hour. The product is N1=C(N=CC=C1)SC=1C=CC=C2C=CC=NC12 (8-(2-PYRIMIDYLTHIO)QUINOLINE). As a reaction SMILES: Cl.[N:2]1[C:11]2[C:6](=[CH:7][CH:8]=[CH:9][C:10]=2[SH:12])[CH:5]=[CH:4][CH:3]=1.CO.Cl[C:16]1[N:21]=[CH:20][CH:19]=[CH:18][N:17]=1>C(N(CC)CC)C>[N:17]1[CH:18]=[CH:19][CH:20]=[N:21][C:16]=1[S:12][C:10]1[CH:9]=[CH:8][CH:7]=[C:6]2[C:11]=1[N:2]=[CH:3][CH:4]=[CH:5]2 |f:0.1|. Procedure: To a solution of 210 mg. (1.06 m mole) of quinoline-8-thiolhydrochloride in 5 ml. of dry methanol was added 128 mg. (1.05 m mole) of 2-chloropyrimidine in 2 ml. of the same solvent followed by 148 ul (1 m mole) of dry triethylamine. The reaction mixture was allowed to stir at room temperature overnight followed by the removal of the methanol in vacuo. The residue was partitioned between a saturated sodium bicarbonate solution and ethyl acetate. The organic phase was separated, dried and concentr...